Dataset: the Open Reaction Database (ORD), a public repository of structured organic reaction records. Task: describe an organic reaction: reactants, conditions, products, and yield Starting materials: Cn1nnnc1SCCCC(=O)O, CN(C)C=O, O=S(Cl)Cl, c1ccccc1. Yields the product Cn1nnnc1SCCCC(=O)O, [Cl-]. As a reaction SMILES: [CH3:1][n:2]1[n:3][n:4][n:5][c:6]1[S:7][CH2:8][CH2:9][CH2:10][C:11](=[O:12])[OH:13].[O:18]=[CH:19][N:20]([CH3:21])[CH3:22].[S:14]([Cl:15])([Cl:16])=[O:17].[cH:23]1[cH:24][cH:25][cH:26][cH:27][cH:28]1>>[CH3:1][n:2]1[n:3][n:4][n:5][c:6]1[S:7][CH2:8][CH2:9][CH2:10][C:11](=[O:12])[OH:13].[Cl-:16]. Reactants: BrC1=C(C=CC(=C1)Cl)N (2-Bromo-4-chloro-phenylamine), N1=CC=CC=C1 (pyridine), C(C)(C)(C)C1=CC=C(C=C1)S(=O)(=O)Cl (4-tert-butylbenzenesulfonyl chloride), Cl (HCl). Reaction conditions: temperature 60 celsius. The product is BrC1=C(C=CC(=C1)C)NS(=O)(=O)C1=CC=C(C=C1)C(C)(C)C (N-(2-Bromo-4-methyl-phenyl)-4-tert-butyl-benzenesulfonamide). Reaction SMILES: [Br:1][C:2]1[CH:7]=[C:6](Cl)[CH:5]=[CH:4][C:3]=1[NH2:9].[C:10]([C:14]1[CH:19]=[CH:18][C:17]([S:20](Cl)(=[O:22])=[O:21])=[CH:16][CH:15]=1)([CH3:13])([CH3:12])[CH3:11].Cl.N1C=CC=C[CH:26]=1>>[Br:1][C:2]1[CH:7]=[C:6]([CH3:26])[CH:5]=[CH:4][C:3]=1[NH:9][S:20]([C:17]1[CH:18]=[CH:19][C:14]([C:10]([CH3:13])([CH3:12])[CH3:11])=[CH:15][CH:16]=1)(=[O:22])=[O:21]. Procedure details: 2-Bromo-4-chloro-phenylamine (2.06 g, 10 mmol) and 4-tert-butylbenzenesulfonyl chloride (2.55 g, 11 mmol) were suspended in anhydrous pyridine (10 mL) and heated at 60° C. for 4 h. After cooling to room temperature the reaction mixture was added to 6 M HCl (100 mL) and the product was extracted with ethyl acetate (3×50 mL). The combined organic extract was dried over MgSO4, the solvent was evaporated, and the crude product was purified by flash chromatography to afford the title compound as a wh... The reactants are ClC1=CC=C(CCNC(=O)C2=CC=C(OC3=C(C=C(C=C3)CC(=O)OCC)Br)C=C2)C=C1 (ethyl 2-(4-(4-((4-chlorophenethyl)carbamoyl)phenoxy)-3-bromophenyl)acetate), C(C)[Zn]CC (diethylzinc). Reagents/catalysts: C1=CC=C(C=C1)P([C-]2C=CC=C2)C3=CC=CC=C3.C1=CC=C(C=C1)P([C-]2C=CC=C2)C3=CC=CC=C3.Cl[Pd]Cl.[Fe+2] (1,1′-bis(diphenylphosphino)ferrocenedichloropalladium(II)). Solvent: C1CCOC1 (THF). Run at time 4 hour. Product: ClC1=CC=C(CCNC(=O)C2=CC=C(OC3=C(C=C(C=C3)CC(=O)OCC)CC)C=C2)C=C1 (ethyl 2-(4-(4-((4-chlorophenethyl)carbamoyl)phenoxy)-3-ethylphenyl)acetate). Isolated yield 37.0%. RXN SMILES: [Cl:1][C:2]1[CH:32]=[CH:31][C:5]([CH2:6][CH2:7][NH:8][C:9]([C:11]2[CH:30]=[CH:29][C:14]([O:15][C:16]3[CH:21]=[CH:20][C:19]([CH2:22][C:23]([O:25][CH2:26][CH3:27])=[O:24])=[CH:18][C:17]=3Br)=[CH:13][CH:12]=2)=[O:10])=[CH:4][CH:3]=1.[CH2:33]([Zn]CC)[CH3:34]>C1COCC1.C1C=CC(P(C2C=CC=CC=2)[C-]2C=CC=C2)=CC=1.C1C=CC(P(C2C=CC=CC=2)[C-]2C=CC=C2)=CC=1.Cl[Pd]Cl.[Fe+2]>[Cl:1][C:2]1[CH:32]=[CH:31][C:5]([CH2:6][CH2:7][NH:8][C:9]([C:11]2[CH:30]=[CH:29][C:14]([O:15][C:16]3[CH:21]=[CH:20][C:19]([CH2:22][C:23]([O:25][CH2:26][CH3:27])=[O:24])=[CH:18][C:17]=3[CH2:33][CH3:34])=[CH:13][CH:12]=2)=[O:10])=[CH:4][CH:3]=1 |f:3.4.5.6|. Procedure details: Ethyl 2-(4-(4-((4-chlorophenethyl)carbamoyl)phenoxy)-3-bromophenyl)acetate (Example 46 step C; 30 mg, 0.058 mmol) was diluted with THF (1 mL) followed by the addition of 1,1′-bis(diphenylphosphino)ferrocenedichloropalladium(II) (4.8 mg, 0.0058 mmol) and diethylzinc (0.13 ml, 0.15 mmol). After stirring for 4 hours, the reaction loaded directly onto a silica gel column, eluting with 5-50% ethyl acetate/hexane to yield ethyl 2-(4-(4-((4-chlorophenethyl)carbamoyl)phenoxy)-3-ethylphenyl)acetate (10 m... The reactants are C1(=CC=CC=C1)CCC(=O)O (3-phenyl propionic acid), N-{(dimethylamino)(1H-1,2,3-triazolo[4,5-b]pyridin-1-yl)methylene}-N-methylmethanaminium hexafluorophosphate N-oxide, C(C)(C)N(CC)C(C)C (diisopropylethylamine), NC=1NC2=C(N1)C=CC(=C2)OS(=O)(=O)C2=CC=C(C=C2)NC2CCCC2 (4-cyclopentylamino-benzenesulfonic acid 2-amino-3H-benzoimidazol-5-yl ester). Solvent: CN(C=O)C (dimethylformamide). Run at time 30 minute. Yields the product C1(=CC=CC=C1)CCC(=O)NC1=NC2=C(N1)C=CC(=C2)OS(=O)(=O)C2=CC=C(C=C2)NC2CCCC2 (4-cyclopentylamino-benzenesulfonic acid 2-(3-phenyl-propionylamino)-1H-benzoimidazol-5-yl ester). Isolated yield 40.6%. RXN SMILES: [C:1]1([CH2:7][CH2:8][C:9]([OH:11])=O)[CH:6]=[CH:5][CH:4]=[CH:3][CH:2]=1.C(N(C(C)C)CC)(C)C.[NH2:21][C:22]1[NH:23][C:24]2[CH:30]=[C:29]([O:31][S:32]([C:35]3[CH:40]=[CH:39][C:38]([NH:41][CH:42]4[CH2:46][CH2:45][CH2:44][CH2:43]4)=[CH:37][CH:36]=3)(=[O:34])=[O:33])[CH:28]=[CH:27][C:25]=2[N:26]=1>CN(C)C=O>[C:1]1([CH2:7][CH2:8][C:9]([NH:21][C:22]2[NH:26][C:25]3[CH:27]=[CH:28][C:29]([O:31][S:32]([C:35]4[CH:36]=[CH:37][C:38]([NH:41][CH:42]5[CH2:46][CH2:45][CH2:44][CH2:43]5)=[CH:39][CH:40]=4)(=[O:33])=[O:34])=[CH:30][C:24]=3[N:23]=2)=[O:11])[CH:2]=[CH:3][CH:4]=[CH:5][CH:6]=1. Reported procedure: A solution of 3-phenyl propionic acid (9.7 mg) in dry dimethylformamide (0.6 ml) was treated with N-{(dimethylamino)(1H-1,2,3-triazolo[4,5-b]pyridin-1-yl)methylene}-N-methylmethanaminium hexafluorophosphate N-oxide (21 mg) and diisopropylethylamine (12 μl). After stirring at ambient temperature for 30 minutes, 4-cyclopentylamino-benzenesulfonic acid 2-amino-3H-benzoimidazol-5-yl ester (20 mg) was added and the mixture stirred at room temperature for a further 3 hours. The solvent was removed und... The reactants are ClCCNC(=O)N(C1[C@H](O)[C@@H](O)[C@@H](O)[C@H](O1)CO)CCC (1-(2-chloroethyl)-3-n-propyl-3-D-galactopyranosylurea), N(=O)[O-].[Na+] (sodium nitrite). The solvent is C(=O)O (formic acid). Reaction conditions: time 1 hour. Product: ClCCN(C(=O)N(C1[C@H](O)[C@@H](O)[C@@H](O)[C@H](O1)CO)CCC)N=O (1-(2-chloroethyl)-1-nitroso-3-n-propyl-3-D-galactopyranosylurea). The yield is 27.6%. As a reaction SMILES: [Cl:1][CH2:2][CH2:3][NH:4][C:5]([N:7]([CH2:19][CH2:20][CH3:21])[CH:8]1[O:16][C@H:15]([CH2:17][OH:18])[C@H:13]([OH:14])[C@H:11]([OH:12])[C@H:9]1[OH:10])=[O:6].[N:22]([O-])=[O:23].[Na+]>C(O)=O>[Cl:1][CH2:2][CH2:3][N:4]([N:22]=[O:23])[C:5]([N:7]([CH2:19][CH2:20][CH3:21])[CH:8]1[O:16][C@H:15]([CH2:17][OH:18])[C@H:13]([OH:14])[C@H:11]([OH:12])[C@H:9]1[OH:10])=[O:6] |f:1.2|. Procedure: 6.0 g of 1-(2-chloroethyl)-3-n-propyl-3-D-galactopyranosylurea are dissolved in 15 ml of formic acid, and 4.2 g of sodium nitrite are added gradually thereto at 0° to 5° C. for one hour under stirring. The mixture is further strirred at the same temperature for one hour. After the reaction, the mixture is treated in the same manner as described in Example 5-(2). 1.8 g of 1-(2-chloroethyl)-1-nitroso-3-n-propyl-3-D-galactopyranosylurea are thereby obtained as pale yellow caramel.